Dataset: the Open Reaction Database (ORD), a public repository of structured organic reaction records. Task: describe an organic reaction: reactants, conditions, products, and yield Starting materials: S(=O)(Cl)Cl (thionyl chloride), ClC1=CC=C(C=C1)CCC(CN1C=NC=C1)Cl (1-[4-(4-chlorophenyl)-2-chloro-n-butyl]-imidazole), ClC1=CC=C(C=C1)CCC(CN1C=NC=C1)Cl (1-[4-(4-chlorophenyl)-2-chloro-n-butyl]-imidazole), ClC1=CC=C(C=C1)CCC(CN1C=NC=C1)Cl (1-[4-(4-chlorophenyl)-2-chloro-n-butyl]-imidazole), ( IV ), S(=O)(Cl)Cl (thionyl chloride), ClC1=CC=C(C=C1)CCC(CN1C=NC=C1)O (1-[4-(4-chlorophenyl)-2-hydroxy-n-butyl]-imidazole), ClC1=CC=C(C=C1)CCC(CN1C=NC=C1)O (1-[4-(4-chlorophenyl)-2-hydroxy-n-butyl]-imidazole), ( IV ), ClCCl (dichloromethane). Run in ClC1=CC=CC=C1 (chlorobenzene), C1(=CC=CC=C1)C (toluene), CN(C=O)C (dimethylformamide), ClCCCl (1,2-dichloroethane), CN(C=O)C (dimethylformamide). Yields the product ClC1=CC=C(C=C1)CCC(CN1C=NC=C1)SC1=C(C=CC=C1Cl)Cl (1-[4-(4-chlorophenyl)-2-(2,6-dichlorophenylthio)-n-butyl]-imidazole). RXN SMILES: [S:1](Cl)(Cl)=O.[Cl:5][C:6]1[CH:11]=[CH:10][C:9]([CH2:12][CH2:13][CH:14](O)[CH2:15][N:16]2[CH:20]=[CH:19][N:18]=[CH:17]2)=[CH:8][CH:7]=1.[Cl:22][C:23]1[CH:28]=C[C:26](CCC(Cl)CN2C=CN=C2)=[CH:25][CH:24]=1.Cl[CH2:40][Cl:41]>ClCCCl.CN(C)C=O.ClC1C=CC=CC=1.C1(C)C=CC=CC=1>[Cl:5][C:6]1[CH:11]=[CH:10][C:9]([CH2:12][CH2:13][CH:14]([S:1][C:28]2[C:23]([Cl:22])=[CH:24][CH:25]=[CH:26][C:40]=2[Cl:41])[CH2:15][N:16]2[CH:20]=[CH:19][N:18]=[CH:17]2)=[CH:8][CH:7]=1. Procedure details: Next we studied alternative solvents to replace the thionyl chloride in solvent function in the reaction step converting (1-[4-(4-chlorophenyl)-2-hydroxy-n-butyl]-imidazole) (IV) into (1-[4-(4-chlorophenyl)-2-chloro-n-butyl]-imidazole) (V). In the inert solvents which could be taken into account such as dichloromethane, toluene, chlorobenzene and dimethylformamide, the chlorinating reaction yielded a sticky reaction mixture which couldn't be processed. We have surprisingly found, however that wh... Reactants: N1C=CC2=CC(=CC=C12)C#N (1H-indole-5-carbonitrile), [H-].[Al+3].[Li+].[H-].[H-].[H-] (lithium aluminum hydride), C(=O)(O)[O-].[Na+] (NaHCO3), resultant mixture. The solvent is C1CCOC1 (THF), C1CCOC1 (THF). Yields the product N1C=CC2=CC(=CC=C12)CN (1H-Indol-5-ylmethylamine). Yield: 314.0%. Reaction SMILES: [NH:1]1[C:9]2[C:4](=[CH:5][C:6]([C:10]#[N:11])=[CH:7][CH:8]=2)[CH:3]=[CH:2]1.[H-].[Al+3].[Li+].[H-].[H-].[H-].C([O-])(O)=O.[Na+]>C1COCC1>[NH:1]1[C:9]2[C:4](=[CH:5][C:6]([CH2:10][NH2:11])=[CH:7][CH:8]=2)[CH:3]=[CH:2]1 |f:1.2.3.4.5.6,7.8|. Reported procedure: A stirred solution of 1H-indole-5-carbonitrile (4.0 g, 28.1 mmol) in THF (50 ml) at 0° C. was treated dropwise with lithium aluminum hydride in THF (1M, 98 ml, 98 mmol). The resultant mixture was stirred, warming to room temperature overnight. Sat. aq. NaHCO3 (60 ml) was added at 0° C. and resultant mixture was filtered through filter agent celite 521 and washed with THF. Evaporation of the solvent gave the crude product which was purified by chromatography (SiO2, gradient elution with 95:5 CH2C... Reactants: COC(C(=O)N(C)OC)c1ccc(N2CCOCC2)cc1, Cc1ccccc1, ClCCl. Yields the product COC(C=O)c1ccc(N2CCOCC2)cc1. RXN SMILES: [CH3:1][O:2][N:3]([C:4]([CH:5]([c:6]1[cH:7][cH:8][c:9]([N:12]2[CH2:13][CH2:14][O:15][CH2:16][CH2:17]2)[cH:10][cH:11]1)[O:18][CH3:19])=[O:20])[CH3:21].[CH3:25][c:26]1[cH:27][cH:28][cH:29][cH:30][cH:31]1.[Cl:22][CH2:23][Cl:24]>>[CH:4]([CH:5]([c:6]1[cH:7][cH:8][c:9]([N:12]2[CH2:13][CH2:14][O:15][CH2:16][CH2:17]2)[cH:10][cH:11]1)[O:18][CH3:19])=[O:20]. The reactants are BrC=1C=C2C(N(C=NC2=CC1)C)=O (6-bromo-3-methylquinazolin-4(3H)-one), BrC=1C=C2C(N(C=NC2=CC1)C)=O (6-bromo-3-methylquinazolin-4(3H)-one), C1N(CC2C1CNC2)C(=O)OC(C)(C)C (tert-butyl hexahydropyrrolo[3,4-c]pyrrole-2(1H) carboxylate), P(=O)([O-])([O-])[O-].[K+].[K+].[K+] (potassium phosphate), tris(dibenzyllideneacetone)dipalladium (0). Reagents/catalysts: C1(CCCCC1)P(C1=C(C=CC=C1)C1=C(C=CC=C1OC(C)C)OC(C)C)C1CCCCC1 (2-dicyclohexylphosphino-2′,6′-di-i-propoxy-1,1-biphenyl). Solvent: O1CCOCC1 (dioxane), O (water). Run at temperature 90 celsius. Product: CN1C=NC2=CC=C(C=C2C1=O)N1CC2C(C1)CN(C2)C(=O)OC(C)(C)C (tert-butyl 5-(3-methyl-4-oxo-3,4-dihydroquinazolin-6-yl)hexahydropyrrolo[3,4-c]pyrrole-2(1H)-carboxylate). The yield is 38.0%. Reaction SMILES: Br[C:2]1[CH:3]=[C:4]2[C:9](=[CH:10][CH:11]=1)[N:8]=[CH:7][N:6]([CH3:12])[C:5]2=[O:13].[CH2:14]1[CH:18]2[CH2:19][NH:20][CH2:21][CH:17]2[CH2:16][N:15]1[C:22]([O:24][C:25]([CH3:28])([CH3:27])[CH3:26])=[O:23].P([O-])([O-])([O-])=O.[K+].[K+].[K+]>O1CCOCC1.O.C1(P(C2CCCCC2)C2C=CC=CC=2C2C(OC(C)C)=CC=CC=2OC(C)C)CCCCC1>[CH3:12][N:6]1[C:5](=[O:13])[C:4]2[C:9](=[CH:10][CH:11]=[C:2]([N:20]3[CH2:19][CH:18]4[CH2:14][N:15]([C:22]([O:24][C:25]([CH3:28])([CH3:27])[CH3:26])=[O:23])[CH2:16][CH:17]4[CH2:21]3)[CH:3]=2)[N:8]=[CH:7]1 |f:2.3.4.5|. Procedure details: A mixture of 6-bromo-3-methylquinazolin-4(3H)-one (Intermediate 19A) (0.46 g, 1.92 mmol), tert-butyl hexahydropyrrolo[3,4-c]pyrrole-2(1H) carboxylate (0.49 g, 2.31 mmol), potassium phosphate, tribasic (1.33 g, 5.77 mmol), 2-dicyclohexylphosphino-2′,6′-di-i-propoxy-1,1-biphenyl (26.9 mg, 0.06 mmol) and tris(dibenzyllideneacetone)dipalladium (0) (17.6 mg, 0.02 mmol) in dioxane (10 mL) was heated at 90° C. for 20 h. The mixture was diluted with water and the product extracted into dichloromethane. ... The reactants are C1CCNCC1, Cc1cccc(C=O)n1, CCO, O=C1Cc2c(CCO)cccc2N1. The product is Cc1cccc(C=C2C(=O)Nc3cccc(CCO)c32)n1. RXN SMILES: [CH2:23]1[CH2:24][CH2:25][NH:26][CH2:27][CH2:28]1.[CH3:14][c:15]1[cH:16][cH:17][cH:18][c:19]([CH:21]=[O:22])[n:20]1.[CH3:29][CH2:30][OH:31].[OH:1][CH2:2][CH2:3][c:4]1[c:5]2[c:9]([cH:10][cH:11][cH:12]1)[NH:8][C:7](=[O:13])[CH2:6]2>>[OH:1][CH2:2][CH2:3][c:4]1[c:5]2[c:9]([cH:10][cH:11][cH:12]1)[NH:8][C:7](=[O:13])[C:6]2=[CH:21][c:19]1[cH:18][cH:17][cH:16][c:15]([CH3:14])[n:20]1. The reactants are CC(C)(C)OC(=O)N1CCc2c(ncn2Cc2cncn2Cc2ccc(C#N)cc2)C1c1cccc(Br)c1, ClCCl, O=C(O)C(F)(F)F. The product is N#Cc1ccc(Cn2cncc2Cn2cnc3c2CCNC3c2cccc(Br)c2)cc1. Reaction SMILES: [C:1]([O:2][C:3](=[O:4])[N:8]1[CH:9]([c:32]2[cH:33][c:34]([Br:38])[cH:35][cH:36][cH:37]2)[c:10]2[c:11]([n:14]([CH2:17][c:18]3[n:19]([CH2:23][c:24]4[cH:25][cH:26][c:27]([C:30]#[N:31])[cH:28][cH:29]4)[cH:20][n:21][cH:22]3)[cH:15][n:16]2)[CH2:12][CH2:13]1)([CH3:5])([CH3:6])[CH3:7].[Cl:46][CH2:47][Cl:48].[F:39][C:40]([F:41])([F:42])[C:43]([OH:44])=[O:45]>>[NH:8]1[CH:9]([c:32]2[cH:33][c:34]([Br:38])[cH:35][cH:36][cH:37]2)[c:10]2[c:11]([n:14]([CH2:17][c:18]3[n:19]([CH2:23][c:24]4[cH:25][cH:26][c:27]([C:30]#[N:31])[cH:28][cH:29]4)[cH:20][n:21][cH:22]3)[cH:15][n:16]2)[CH2:12][CH2:13]1. The reactants are C(C)(C)(C)C1=CC=C(C=C1)NC(C1=CN=C(C=C1)Cl)=O (N-(4-tert-butyl-phenyl)-6-chloro-nicotinamide), N1CCC(C(=O)OCC)CC1 (ethyl isonipecotate), C(C)OC(=O)C1CCN(CC1)C1=NC=C(C=C1)C(NC1=CC(=C(C=C1)C)I)=O (5′-(3-iodo-4-methyl-phenylcarbamoyl)-3,4,5,6-tetrahydro-2H-[1,2′]bipyridinyl-4 carboxylic acid ethyl ester). Run in hexanes, CCOC(=O)C (EtOAc). The product is C(C)OC(=O)C1CCN(CC1)C1=NC=C(C=C1)C(NC1=CC=C(C=C1)C(C)(C)C)=O (5′-(4-tert-Butyl-phenylcarbamoyl)-3,4,5,6-tetrahydro-2H-[1,2′]bipyridinyl-4-carboxylic acid ethyl ester). Reaction SMILES: [C:1]([C:5]1[CH:10]=[CH:9][C:8]([NH:11][C:12](=[O:20])[C:13]2[CH:18]=[CH:17][C:16](Cl)=[N:15][CH:14]=2)=[CH:7][CH:6]=1)([CH3:4])([CH3:3])[CH3:2].[NH:21]1[CH2:31][CH2:30][CH:24]([C:25]([O:27][CH2:28][CH3:29])=[O:26])[CH2:23][CH2:22]1.C(OC(C1CCN(C2C=CC(C(=O)NC3C=CC(C)=C(I)C=3)=CN=2)CC1)=O)C>CCOC(C)=O>[CH2:28]([O:27][C:25]([CH:24]1[CH2:30][CH2:31][N:21]([C:16]2[CH:17]=[CH:18][C:13]([C:12](=[O:20])[NH:11][C:8]3[CH:9]=[CH:10][C:5]([C:1]([CH3:4])([CH3:3])[CH3:2])=[CH:6][CH:7]=3)=[CH:14][N:15]=2)[CH2:22][CH2:23]1)=[O:26])[CH3:29]. Procedure details: 5′-(4-tert-Butyl-phenylcarbamoyl)-3,4,5,6-tetrahydro-2H-[1,2′]bipyridinyl-4-carboxylic acid ethyl ester was prepared from N-(4-tert-butyl-phenyl)-6-chloro-nicotinamide and ethyl isonipecotate following a procedure similar to the one described in the synthesis of 5′-(3-iodo-4-methyl-phenylcarbamoyl)-3,4,5,6-tetrahydro-2H-[1,2′]bipyridinyl-4 carboxylic acid ethyl ester above. The product was isolated by silica gel column purification with 20-30% EtOAc in hexanes gradient. HRMS m/z calcd for C24H31... Yields the product ClC(C(=O)N1[C@H](C(=O)O)CCC1)(C)Cl (N-(2,2-dichloropropionyl)proline). Reactants: N1[C@H](C(=O)O)CCC1 (L-proline), [OH-].[Na+] (sodium hydroxide), ClC(CC(=O)Cl)Cl (dichloropropionylchloride), C(Cl)Cl (methylene chloride), solution. Procedure details: To a dry 250 mL 3-necked flask were added L-proline (27 g., 0.235 moles, 1.0 eq.) and 100 mL of 6N sodium hydroxide. The solution (pH=14) was cooled to below 10° C. in an ice bath. A solution of dichloropropionylchloride (51.7 g., 0.32 moles, 1.37 eq.) in 40 mL of methylene chloride then was added over 60 minutes keeping the solution temperature below 10° C. (pH=11 after addition). The remaining 2,2-dichloropropionylchloride was rinsed in with an additional 20 mL of methylene chloride and the re... Conditions: temperature 0 celsius, time 60 minute. Reaction SMILES: [NH:1]1[CH2:8][CH2:7][CH2:6][C@H:2]1[C:3]([OH:5])=[O:4].[OH-:9].[Na+].[Cl:11][CH:12]([Cl:17])[CH2:13]C(Cl)=O.[CH2:18](Cl)Cl>>[Cl:11][C:12]([Cl:17])([CH3:18])[C:13]([N:1]1[CH2:8][CH2:7][CH2:6][C@H:2]1[C:3]([OH:5])=[O:4])=[O:9] |f:1.2|. Isolated yield 78.0%. The reactants are C(C1=CC=CC=C1)(C1=CC=CC=C1)O (Benzhydrol), C(CC(=O)C)(=O)OCC (ethyl acetoacetate). The solvent is C(C)O (ethanol). Product: C(CC(=O)C)(=O)OC(C1=CC=CC=C1)C1=CC=CC=C1 (benzhydryl acetoacetate). Isolated yield 39.1%. Reaction SMILES: [CH:1]([OH:14])([C:8]1[CH:13]=[CH:12][CH:11]=[CH:10][CH:9]=1)[C:2]1[CH:7]=[CH:6][CH:5]=[CH:4][CH:3]=1.[C:15](OCC)(=[O:20])[CH2:16][C:17]([CH3:19])=[O:18]>C(O)C>[C:15]([O:14][CH:1]([C:8]1[CH:9]=[CH:10][CH:11]=[CH:12][CH:13]=1)[C:2]1[CH:7]=[CH:6][CH:5]=[CH:4][CH:3]=1)(=[O:20])[CH2:16][C:17]([CH3:19])=[O:18]. Procedure: Benzhydrol (20 g, 0.1087 mole) and ethyl acetoacetate (13 g, 0.1 mole) were heated together to 170° and the ethanol so formed removed by distillation. Fractional distillation at 1.0 mm Hg yielded 10.5 g, 39% of benzhydryl acetoacetate as a colourless liquid which later solidified, melting point 44°-54°.